This data is from the Open Reaction Database (ORD), a public repository of structured organic reaction records. The task is: describe an organic reaction: reactants, conditions, products, and yield The reactants are CCOC(=O)C(C)(C)Br, O=C([O-])[O-], CN(C)C=O, [K+], [K+], O, C=CCOC(=O)Cc1cccc(O)c1. Product: C=CCOC(=O)Cc1cccc(OC(C)(C)C(=O)OCC)c1. Reaction SMILES: [Br:21][C:22]([C:23](=[O:24])[O:25][CH2:26][CH3:27])([CH3:28])[CH3:29].[C:15](=[O:16])([O-:17])[O-:18].[CH3:31][N:32]([CH3:33])[CH:34]=[O:35].[K+:19].[K+:20].[OH2:30].[OH:1][c:2]1[cH:3][c:4]([CH2:8][C:9](=[O:10])[O:11][CH2:12][CH:13]=[CH2:14])[cH:5][cH:6][cH:7]1>>[O:1]([c:2]1[cH:3][c:4]([CH2:8][C:9](=[O:10])[O:11][CH2:12][CH:13]=[CH2:14])[cH:5][cH:6][cH:7]1)[C:22]([C:23](=[O:24])[O:25][CH2:26][CH3:27])([CH3:28])[CH3:29].